describe an organic reaction: reactants, conditions, products, and yield From a dataset of the Open Reaction Database (ORD), a public repository of structured organic reaction records. Reactants: C(C1=CC=CC=C1)N1CCN(CC1)CC(CN1C2=CC=CC=C2C=2C=CC=CC12)O ((±)-1-(4-Benzyl-piperazin-1-yl)-3-carbazol-9-yl-propan-2-ol), [H-].[Na+] (NaH), CI (methyl iodide), C(Cl)Cl.CO (DCM MeOH). The solvent is C1CCOC1 (THF). Reaction conditions: time 2 hour. The product is C(C1=CC=CC=C1)N1CCN(CC1)CC(CN1C2=CC=CC=C2C=2C=CC=CC12)OC ((±)-9-[3-(4-Benzyl-piperazin-1-yl)-2-methoxy-propyl]-carbazole). As a reaction SMILES: [CH2:1]([N:8]1[CH2:13][CH2:12][N:11]([CH2:14][CH:15]([OH:30])[CH2:16][N:17]2[C:29]3[CH:28]=[CH:27][CH:26]=[CH:25][C:24]=3[C:23]3[C:18]2=[CH:19][CH:20]=[CH:21][CH:22]=3)[CH2:10][CH2:9]1)[C:2]1[CH:7]=[CH:6][CH:5]=[CH:4][CH:3]=1.[H-].[Na+].CI.[CH2:35](Cl)Cl.CO>C1COCC1>[CH2:1]([N:8]1[CH2:13][CH2:12][N:11]([CH2:14][CH:15]([O:30][CH3:35])[CH2:16][N:17]2[C:18]3[CH:19]=[CH:20][CH:21]=[CH:22][C:23]=3[C:24]3[C:29]2=[CH:28][CH:27]=[CH:26][CH:25]=3)[CH2:10][CH2:9]1)[C:2]1[CH:3]=[CH:4][CH:5]=[CH:6][CH:7]=1 |f:1.2,4.5|. Procedure: To a solution of Example 7 (0.200 g, 0.50 mmol) in 5 mL of THF are added NaH (0.068 g, 1.56 mmol) and methyl iodide (125 μL, 2.0 mmol). After 2 hr of stirring at rt the reaction is judged to be complete by tlc monitoring (SiO2, DCM:MeOH (100:3)) and is quenched with a saturated aqueous solution of Na2CO3 (5 mL). Extraction with DCM, drying over MgSO4, concentration in vacuo, flash chromatography on a 2.5×12 cm2 column of silica gel using DCM:MeOH (95:5) as eluting solvent and removal of the solv... Starting materials: Nc1ncc(Br)cn1, CC(C)(C)OC(=O)c1ccc(B(O)O)cc1, CCO, Cc1ccccc1, CCOC(C)=O, [Na+], [Na+], O=C([O-])[O-], O, c1ccc(P(c2ccccc2)(c2ccccc2)[Pd](P(c2ccccc2)(c2ccccc2)c2ccccc2)(P(c2ccccc2)(c2ccccc2)c2ccccc2)P(c2ccccc2)(c2ccccc2)c2ccccc2)cc1. The product is CC(C)(C)OC(=O)c1ccc(-c2cnc(N)nc2)cc1. As a reaction SMILES: [Br:7][c:8]1[cH:9][n:10][c:11]([NH2:14])[n:12][cH:13]1.[C:15]([CH3:16])([CH3:17])([CH3:18])[O:19][C:20](=[O:21])[c:22]1[cH:23][cH:24][c:25]([B:28]([OH:29])[OH:30])[cH:26][cH:27]1.[CH3:32][CH2:33][OH:34].[CH3:35][c:36]1[cH:37][cH:38][cH:39][cH:40][cH:41]1.[CH3:42][CH2:43][O:44][C:45]([CH3:46])=[O:47].[Na+:1].[Na+:2].[O-:3][C:4](=[O:5])[O-:6].[OH2:31].[cH:48]1[cH:49][cH:50][c:51]([P:52]([Pd:53]([P:54]([c:55]2[cH:56][cH:57][cH:58][cH:59][cH:60]2)([c:61]2[cH:62][cH:63][cH:64][cH:65][cH:66]2)[c:67]2[cH:68][cH:69][cH:70][cH:71][cH:72]2)([P:73]([c:74]2[cH:75][cH:76][cH:77][cH:78][cH:79]2)([c:80]2[cH:81][cH:82][cH:83][cH:84][cH:85]2)[c:86]2[cH:87][cH:88][cH:89][cH:90][cH:91]2)[P:92]([c:93]2[cH:94][cH:95][cH:96][cH:97][cH:98]2)([c:99]2[cH:100][cH:101][cH:102][cH:103][cH:104]2)[c:105]2[cH:106][cH:107][cH:108][cH:109][cH:110]2)([c:111]2[cH:112][cH:113][cH:114][cH:115][cH:116]2)[c:117]2[cH:118][cH:119][cH:120][cH:121][cH:122]2)[cH:123][cH:124]1>>[c:8]1(-[c:25]2[cH:24][cH:23][c:22]([C:20]([O:19][C:15]([CH3:16])([CH3:17])[CH3:18])=[O:21])[cH:27][cH:26]2)[cH:9][n:10][c:11]([NH2:14])[n:12][cH:13]1. Starting materials: COC(C)OCOc1cc(C(=O)Cl)ccc1C12CC3CC(CC(C3)C1)C2, O=C(O)c1ccc(S)cc1, c1ccncc1. The product is COC(C)OCOc1cc(C(=O)Sc2ccc(C(=O)O)cc2)ccc1C12CC3CC(CC(C3)C1)C2. Reaction SMILES: [C:11]12([c:21]3[c:22]([O:30][CH2:31][O:32][CH:33]([CH3:34])[O:35][CH3:36])[cH:23][c:24]([C:25](=[O:26])[Cl:27])[cH:28][cH:29]3)[CH2:12][CH:13]3[CH2:14][CH:15]([CH2:16][CH:17]([CH2:18]1)[CH2:19]3)[CH2:20]2.[SH:1][c:2]1[cH:3][cH:4][c:5]([C:6](=[O:7])[OH:8])[cH:9][cH:10]1.[cH:37]1[cH:38][cH:39][n:40][cH:41][cH:42]1>>[S:1]([c:2]1[cH:3][cH:4][c:5]([C:6](=[O:7])[OH:8])[cH:9][cH:10]1)[C:25]([c:24]1[cH:23][c:22]([O:30][CH2:31][O:32][CH:33]([CH3:34])[O:35][CH3:36])[c:21]([C:11]23[CH2:12][CH:13]4[CH2:14][CH:15]([CH2:16][CH:17]([CH2:18]2)[CH2:19]4)[CH2:20]3)[cH:29][cH:28]1)=[O:26]. Reactants: CC(C)(O)C#N, O=C(Cl)Cl, c1ccncc1. Product: CC(C)(C#N)OC(=O)Cl. RXN SMILES: [CH3:5][C:6]([C:7]#[N:8])([OH:9])[CH3:10].[Cl:1][C:2]([Cl:3])=[O:4].[cH:11]1[cH:12][cH:13][n:14][cH:15][cH:16]1>>[Cl:1][C:2](=[O:4])[O:9][C:6]([CH3:5])([C:7]#[N:8])[CH3:10]. Reactants: COC([C@H](CC1=CC(=CC=C1)OC(C)(C)C(=O)O)OC)=O ((2S)-3-[3-(1-carboxy-1-methyl-ethoxy)-phenyl]-2-methoxy-propionic acid methyl ester), C(CCCCCC)N (heptylamine), C(C)O[C@H](C(=O)O)CC1=CC=C(C=C1)O[C@H](C)C(NCCC1=CC=C(C=C1)OC1=CC=CC=C1)=O ((2S,1R)-2-ethoxy-3-(4-{1-[2-(4-phenoxy-phenyl)-ethylcarbamoyl]-ethoxy}-phenyl)-propionic acid). Product: C(CCCCCC)NC(=O)C(C)(OC=1C=C(C=CC1)C[C@@H](C(=O)O)OC)C ((2S)-3-[3-(1-heptylcarbamoyl-1-methyl-ethoxy)-phenyl]-2-methoxy-propionic acid). Reaction SMILES: C[O:2][C:3](=[O:21])[C@@H:4]([O:19][CH3:20])[CH2:5][C:6]1[CH:11]=[CH:10][CH:9]=[C:8]([O:12][C:13]([C:16]([OH:18])=O)([CH3:15])[CH3:14])[CH:7]=1.[CH2:22]([NH2:29])[CH2:23][CH2:24][CH2:25][CH2:26][CH2:27][CH3:28].C(O[C@@H](CC1C=CC(O[C@@H](C(=O)NCCC2C=CC(OC3C=CC=CC=3)=CC=2)C)=CC=1)C(O)=O)C>>[CH2:22]([NH:29][C:16]([C:13]([CH3:14])([O:12][C:8]1[CH:7]=[C:6]([CH2:5][C@H:4]([O:19][CH3:20])[C:3]([OH:2])=[O:21])[CH:11]=[CH:10][CH:9]=1)[CH3:15])=[O:18])[CH2:23][CH2:24][CH2:25][CH2:26][CH2:27][CH3:28]. Procedure details: The title compound was prepared from (2S)-3-[3-(1-carboxy-1-methyl-ethoxy)-phenyl]-2-methoxy-propionic acid methyl ester (EXAMPLE 56, step 2) and heptylamine via the same procedure used for the preparation of (2S,1R)-2-ethoxy-3-(4-{1-[2-(4-phenoxy-phenyl)-ethylcarbamoyl]-ethoxy}-phenyl)-propionic acid (Example 1, step 3) to produce a colorless oil. MS (ES) for C21H33NO5 [M+H]+: 480. Reactants: N1(CCNCC1)CC1=NC2=CC=C(C=C2C=C1)OC1=CC=C(C=C1)C1=CC=NN1 (2-(piperazin-1-ylmethyl)-6-[4-(1H-pyrazol-5-yl)phenoxy]quinoline), OC1(CC1)C(=O)O (1-hydroxy-1-cyclopropanecarboxylic acid), O[C@H](C(=O)N1CCN(CC1)CC1=NC2=CC=C(C=C2C=C1)OC1=CC=C(C=C1)C=1NN=CC1)C ((S)-2-hydroxy-1-(4-{6-[4-(2H-pyrazol-3-yl)-phenoxy]-quinolin-2-ylmethyl}-piperazin-1-yl)-propan-1-one). The product is OC1(CC1)C(=O)N1CCN(CC1)CC1=NC2=CC=C(C=C2C=C1)OC1=CC=C(C=C1)C=1NN=CC1 ((1-hydroxy-cyclopropyl)-(4-{6-[4-(2H-pyrazol-3-yl)-phenoxy]-quinolin-2-ylmethyl}-piperazin-1-yl)-methanone). As a reaction SMILES: [N:1]1([CH2:7][C:8]2[CH:17]=[CH:16][C:15]3[C:10](=[CH:11][CH:12]=[C:13]([O:18][C:19]4[CH:24]=[CH:23][C:22]([C:25]5[NH:29][N:28]=[CH:27][CH:26]=5)=[CH:21][CH:20]=4)[CH:14]=3)[N:9]=2)[CH2:6][CH2:5][NH:4][CH2:3][CH2:2]1.[OH:30][C:31]1([C:34](O)=[O:35])[CH2:33][CH2:32]1.O[C@@H](C)C(N1CCN(CC2C=CC3C(=CC=C(OC4C=CC(C5NN=CC=5)=CC=4)C=3)N=2)CC1)=O>>[OH:30][C:31]1([C:34]([N:4]2[CH2:5][CH2:6][N:1]([CH2:7][C:8]3[CH:17]=[CH:16][C:15]4[C:10](=[CH:11][CH:12]=[C:13]([O:18][C:19]5[CH:20]=[CH:21][C:22]([C:25]6[NH:29][N:28]=[CH:27][CH:26]=6)=[CH:23][CH:24]=5)[CH:14]=4)[N:9]=3)[CH2:2][CH2:3]2)=[O:35])[CH2:33][CH2:32]1. Procedure details: The title compound 15 is synthesized from intermediate F (35 mg, 0.076 mmol), and 1-hydroxy-1-cyclopropanecarboxylic acid (19 mg, 0.19 mmol) according to the procedure described for the synthesis of compound 13. The reactants are [H-].[Al+3].[Li+].[H-].[H-].[H-] (Lithium aluminum hydride), solution, N(=[N+]=[N-])C[C@@H]1O[C@@H](CC2=C1C(=CC=C2OC)C)CN=[N+]=[N-] ([1R,3S] 1,3-bis(azidomethyl)-3,4-dihydro-5-methoxy-8-methyl-1H-2-benzopyran). The solvent is C(C)OCC (diethyl ether), C(C)OCC (diethyl ether). Conditions: time 45 minute. Yields the product NC[C@@H]1O[C@@H](CC2=C1C(=CC=C2OC)C)CN ([1R,3S] 1,3-Bis(aminomethyl)-3,4-dihydro-5-methoxy-8-methyl-1H-2-benzopyran). As a reaction SMILES: [H-].[Al+3].[Li+].[H-].[H-].[H-].[N:7]([CH2:10][C@H:11]1[C:16]2[C:17]([CH3:23])=[CH:18][CH:19]=[C:20]([O:21][CH3:22])[C:15]=2[CH2:14][C@@H:13]([CH2:24][N:25]=[N+]=[N-])[O:12]1)=[N+]=[N-]>C(OCC)C>[NH2:7][CH2:10][C@H:11]1[C:16]2[C:17]([CH3:23])=[CH:18][CH:19]=[C:20]([O:21][CH3:22])[C:15]=2[CH2:14][C@@H:13]([CH2:24][NH2:25])[O:12]1 |f:0.1.2.3.4.5|. Reported procedure: Lithium aluminum hydride (2.4 mL of a 1.0 M solution in diethyl ether, 2.4 mmol) is added dropwise to a solution of [1R,3S] 1,3-bis(azidomethyl)-3,4-dihydro-5-methoxy-8-methyl-1H-2-benzopyran (283 mg, 1.2 mmol), from Step 5, in 10 mL of anhydrous diethyl ether at 0° C. The reaction mixture is allowed to warm to ambient temperature and stirred for 45 min. The reaction is then quenched by the sequential addition of 91 μL of water, 91 μL of 15% aqueous sodium hydroxide solution and 273 μL of water....